describe an organic reaction: reactants, conditions, products, and yield From a dataset of the Open Reaction Database (ORD), a public repository of structured organic reaction records. The solvent is C(C)O (ethanol), O (water). The product is FC(OC=1C=C2C=C(C(=NC2=CC1)C(=O)O)C(=O)O)F (6-difluoromethoxyquinoline-2,3-dicarboxylic acid). Reported procedure: To a solution containing dimethyl 6-difluoromethoxyquinoline-2,3-dicarboxylate (0.162 mol) in 150 mL ethanol is added a solution of sodium hydroxide (0.5 mol) in 400 mL water and the mixture heated at reflux for five hours. The ethanol is removed in vacuo. The residue cooled to 5° C. and acidified with concentrated HCl. The product is removed by filtration, washed with water and dried to give 6-difluoromethoxyquinoline-2,3-dicarboxylic acid mp 226° C. Run at temperature 5 celsius. The reactants are FC(OC=1C=C2C=C(C(=NC2=CC1)C(=O)OC)C(=O)OC)F (dimethyl 6-difluoromethoxyquinoline-2,3-dicarboxylate), [OH-].[Na+] (sodium hydroxide). As a reaction SMILES: [F:1][CH:2]([F:22])[O:3][C:4]1[CH:5]=[C:6]2[C:11](=[CH:12][CH:13]=1)[N:10]=[C:9]([C:14]([O:16]C)=[O:15])[C:8]([C:18]([O:20]C)=[O:19])=[CH:7]2.[OH-].[Na+]>C(O)C.O>[F:22][CH:2]([F:1])[O:3][C:4]1[CH:5]=[C:6]2[C:11](=[CH:12][CH:13]=1)[N:10]=[C:9]([C:14]([OH:16])=[O:15])[C:8]([C:18]([OH:20])=[O:19])=[CH:7]2 |f:1.2|. Reactants: C(C)(=O)OCC=1C=CC(=C(C(=O)OCC2=CC=CC=C2)C1)OC (Benzyl 5-acetoxymethyl-2-methoxybenzoate), Cl(=O)(=O)(=O)[O-].[Mg+2].Cl(=O)(=O)(=O)[O-] (magnesium perchlorate). The solvent is C(Cl)Cl (methylene chloride). Conditions: time 6 hour. Product: C(C1=CC=CC=C1)OC(=O)C=1C=C(C=CC1OC)CC(C(=O)OC)(C)C (Methyl 3-(3-benzyloxycarbonyl-4-methoxyphenyl)-2,2-dimethylpropanoate). The yield is 36.8%. RXN SMILES: C(O[CH2:5][C:6]1[CH:7]=[CH:8][C:9]([O:22][CH3:23])=[C:10]([CH:21]=1)[C:11]([O:13][CH2:14][C:15]1[CH:20]=[CH:19][CH:18]=[CH:17][CH:16]=1)=[O:12])(=O)C.Cl([O-])(=O)(=O)=O.[Mg+2].Cl([O-])(=O)(=O)=O>C(Cl)Cl>[CH2:14]([O:13][C:11]([C:10]1[CH:21]=[C:6]([CH2:5][C:10]([CH3:21])([CH3:9])[C:11]([O:13][CH3:14])=[O:12])[CH:7]=[CH:8][C:9]=1[O:22][CH3:23])=[O:12])[C:15]1[CH:16]=[CH:17][CH:18]=[CH:19][CH:20]=1 |f:1.2.3|. Reported procedure: Benzyl 5-acetoxymethyl-2-methoxybenzoate (630 mg, 2.00 mmol), methyl trimethylsilyldimethylketeneacetal (730 mg, 4.02 mmol) and 25 ml of dehydrated methylene chloride were mixed and magnesium perchlorate (45 mg, 0.202 mmol) was added under an atmosphere of argon, which was stirred for 6 hours at room temperature. The reaction mixture was washed with water and with brine, then dried over anhydrous sodium sulfate and concentrated. The residue was purified by silica gel chromatography (eluate n-hex... Starting materials: BrC=1C=C(C(=NC1)N)OC(C)C1=C(C(=CC=C1Cl)F)Cl (5-bromo-3-[1-(2,6-dichloro-3-fluoro-phenyl)-ethoxy]-pyridin-2-ylamine), BrC=1C=CC(=NC1)B(O)O (5-bromo-2-pyridinylboronic acid), CP(C)=O (dimethylphosphine oxide). Product: ClC1=C(C(=CC=C1F)Cl)C(C)OC=1C(=NC=C(C1)C1=NC=C(C=C1)P(=O)(C)C)N (3-[1-(2,6-dichloro-3-fluoro-phenyl)ethoxy]-5-(5-dimethylphosphoryl-2-pyridyl)pyridin-2-amine). Reaction SMILES: Br[C:2]1[CH:3]=[C:4]([O:9][CH:10]([C:12]2[C:17]([Cl:18])=[CH:16][CH:15]=[C:14]([F:19])[C:13]=2[Cl:20])[CH3:11])[C:5]([NH2:8])=[N:6][CH:7]=1.Br[C:22]1[CH:23]=[CH:24][C:25](B(O)O)=[N:26][CH:27]=1.[CH3:31][PH:32](=[O:34])[CH3:33]>>[Cl:20][C:13]1[C:14]([F:19])=[CH:15][CH:16]=[C:17]([Cl:18])[C:12]=1[CH:10]([O:9][C:4]1[C:5]([NH2:8])=[N:6][CH:7]=[C:2]([C:25]2[CH:24]=[CH:23][C:22]([P:32]([CH3:33])([CH3:31])=[O:34])=[CH:27][N:26]=2)[CH:3]=1)[CH3:11]. Reported procedure: The title compound was prepared from 5-bromo-3-[1-(2,6-dichloro-3-fluoro-phenyl)-ethoxy]-pyridin-2-ylamine, 5-bromo-2-pyridinylboronic acid, and dimethylphosphine oxide following the same procedures as Example 1 Step 1 and Step 3; ESMS: m/z 454 (M+H)+. Reaction SMILES: C(N(CC1C=CC=CC=1)[C:9](=[O:35])[CH:10]([C:12]1[CH:17]=[C:16]([CH3:18])[C:15]([N:19]([CH2:27][C:28]2[CH:33]=[CH:32][CH:31]=[CH:30][CH:29]=2)[CH2:20][C:21]2[CH:26]=[CH:25][CH:24]=[CH:23][CH:22]=2)=[CH:14][C:13]=1[OH:34])[CH3:11])C1C=CC=CC=1.C(O)(=[O:45])C>Cl>[CH2:27]([N:19]([CH2:20][C:21]1[CH:26]=[CH:25][CH:24]=[CH:23][CH:22]=1)[C:15]1[C:16]([CH3:18])=[CH:17][C:12]([CH:10]([CH3:11])[C:9]([OH:35])=[O:45])=[C:13]([OH:34])[CH:14]=1)[C:28]1[CH:33]=[CH:32][CH:31]=[CH:30][CH:29]=1. The product is C(C1=CC=CC=C1)N(C1=CC(=C(C=C1C)C(C(=O)O)C)O)CC1=CC=CC=C1 (2-(4-dibenzylamino-2-hydroxy-5-methylphenyl)-propionic acid). Procedure: 20 g of 2-(4-dibenzylamino-2-hydroxy-5-methylphenyl)-propionic acid dibenzylamide are heated under reflux for 3 hours in 40 ml of 2N hydrochloric acid and 40 ml of glacial acetic acid. The mixture is then concentrated to dryness by evaporation in vacuo and the residue is partitioned between ether and 1N sodium hydroxide solution. Acidification to a pH of 1 with hydrochloric acid and extraction yields 2-(4-dibenzylamino-2-hydroxy-5-methylphenyl)-propionic acid which, for purification, is chromato... The solvent is Cl (hydrochloric acid). The reactants are C(C1=CC=CC=C1)N(C(C(C)C1=C(C=C(C(=C1)C)N(CC1=CC=CC=C1)CC1=CC=CC=C1)O)=O)CC1=CC=CC=C1 (2-(4-dibenzylamino-2-hydroxy-5-methylphenyl)-propionic acid dibenzylamide), C(C)(=O)O (acetic acid). Starting materials: C(C)(C)(C)OC([C@@H](NC(C(CC1=CC=C(C=C1)C(C)C)C(=O)O)=O)CC(C)C)=O (N-[2-Carboxy-3-(4-isopropylphenyl)propanoyl]-L-leucine tert-butyl ester), C=1C=CC2=C(C1)N=NN2O (HOBT), Cl.C(C1=CC=CC=C1)ON (O-benzylhydroxylamine hydrochloride), CN1CCOCC1 (NMM). Solvent: CN(C)C=O (DMF), CN(C)C=O (DMF). Run at time 48 hour. The product is C(C)(C)(C)OC([C@@H](NC(C(CC1=CC=C(C=C1)C(C)C)C(NOCC1=CC=CC=C1)=O)=O)CC(C)C)=O (N-[2-(N-Benzyloxycarbamoyl)-3-(4-isopropylphenyl)propanoyl]-L-leucine tert-butyl ester). RXN SMILES: [C:1]([O:5][C:6](=[O:29])[C@H:7]([CH2:25][CH:26]([CH3:28])[CH3:27])[NH:8][C:9](=[O:24])[CH:10]([C:21](O)=[O:22])[CH2:11][C:12]1[CH:17]=[CH:16][C:15]([CH:18]([CH3:20])[CH3:19])=[CH:14][CH:13]=1)([CH3:4])([CH3:3])[CH3:2].C1C=CC2N(O)N=NC=2C=1.Cl.[CH2:41]([O:48][NH2:49])[C:42]1[CH:47]=[CH:46][CH:45]=[CH:44][CH:43]=1.CN1CCOCC1>CN(C=O)C>[C:1]([O:5][C:6](=[O:29])[C@H:7]([CH2:25][CH:26]([CH3:28])[CH3:27])[NH:8][C:9](=[O:24])[CH:10]([C:21](=[O:22])[NH:49][O:48][CH2:41][C:42]1[CH:47]=[CH:46][CH:45]=[CH:44][CH:43]=1)[CH2:11][C:12]1[CH:13]=[CH:14][C:15]([CH:18]([CH3:20])[CH3:19])=[CH:16][CH:17]=1)([CH3:3])([CH3:4])[CH3:2] |f:2.3|. Procedure: The residue from stage (d) was stirred in DMF at -15° C. for 1 hour with HOBT (2 equiv) and DCCl (1 equiv). To the mixture was added a precooled solution of O-benzylhydroxylamine hydrochloride (1 equiv) and NMM (1 equiv) in DMF and stirring continued for 48 hour at +4° C. The product was filtered, the filtrate concentrated in vacuo, dissolved in ethyl acetate and acid/base washed in the normal manner. The solution was dried (MgSO4), evaporated in vacuo and the residue used the next stage without... The reactants are CC(C)(C)C=1C=C(C=C(C1O)C(C)(C)C)C1=NN=C(S1)C(=O)OC (5-[3,5-bis(1,1-dimethylethyl)-4-hydroxyphenyl]-1,3,4-thiadiazole-2-carboxylic acid, methyl ester), C(CCC)[Li] (n-butyllithium), N (ammonia), [NH2-].[Li+] (lithium amide). Solvent: O1CCCC1 (tetrahydrofuran), CCCCCC (hexane), O1CCCC1 (tetrahydrofuran). Run at time 18 hour. Product: CC(C)(C)C=1C=C(C=C(C1O)C(C)(C)C)C1=NN=C(S1)C(=O)N (5-[3,5-bis(1,1-dimethylethyl)-4-hydroxyphenyl]-1,3,4-thiadiazole-2-carboxamide). RXN SMILES: C([Li])CCC.[NH3:6].[NH2-].[Li+].[CH3:9][C:10]([C:13]1[CH:14]=[C:15]([C:24]2[S:28][C:27]([C:29]([O:31]C)=O)=[N:26][N:25]=2)[CH:16]=[C:17]([C:20]([CH3:23])([CH3:22])[CH3:21])[C:18]=1[OH:19])([CH3:12])[CH3:11]>CCCCCC.O1CCCC1>[CH3:21][C:20]([C:17]1[CH:16]=[C:15]([C:24]2[S:28][C:27]([C:29]([NH2:6])=[O:31])=[N:26][N:25]=2)[CH:14]=[C:13]([C:10]([CH3:11])([CH3:12])[CH3:9])[C:18]=1[OH:19])([CH3:22])[CH3:23] |f:2.3|. Procedure details: A solution of 2.0 ml (3.20 mmol) of 1.6M n-butyllithium in hexane is added dropwise to liquid ammonia (3-5 ml) at -78° C. over 10 minutes under a nitrogen atmosphere. The resulting white slurry is treated slowly with 10 ml of tetrahydrofuran and the resulting mixture of lithium amide at -78° C. is treated dropwise with a solution of 1.08 g (3.10 mmol) of 5-[3,5-bis(1,1-dimethylethyl)-4-hydroxyphenyl]-1,3,4-thiadiazole-2-carboxylic acid, methyl ester in 3 ml of tetrahydrofuran. The reaction is al... The reactants are FC(C(=O)O)(F)F (trifluoroacetic acid), C(C1=CC=CC=C1)(=O)NC1=C(C(=O)OC(C)(C)C)C=CC(=C1)CCCC1=CC=CC=C1 (tert-butyl 2-(benzamido)-4-(3-phenylpropyl)benzoate). Conditions: time 2 hour. Product: C(C1=CC=CC=C1)(=O)NC1=C(C(=O)O)C=CC(=C1)CCCC1=CC=CC=C1 (2-(benzamido)-4-(3-phenylpropyl)benzoic acid). The yield is 48.2%. RXN SMILES: FC(F)(F)C(O)=O.[C:8]([NH:16][C:17]1[CH:29]=[C:28]([CH2:30][CH2:31][CH2:32][C:33]2[CH:38]=[CH:37][CH:36]=[CH:35][CH:34]=2)[CH:27]=[CH:26][C:18]=1[C:19]([O:21]C(C)(C)C)=[O:20])(=[O:15])[C:9]1[CH:14]=[CH:13][CH:12]=[CH:11][CH:10]=1>>[C:8]([NH:16][C:17]1[CH:29]=[C:28]([CH2:30][CH2:31][CH2:32][C:33]2[CH:34]=[CH:35][CH:36]=[CH:37][CH:38]=2)[CH:27]=[CH:26][C:18]=1[C:19]([OH:21])=[O:20])(=[O:15])[C:9]1[CH:10]=[CH:11][CH:12]=[CH:13][CH:14]=1. Procedure details: 4.8 mL of trifluoroacetic acid solution containing 0.48 g of tert-butyl 2-(benzamido)-4-(3-phenylpropyl)benzoate was stirred at room temperature for 2 hours. The solvent was evaporated under reduced pressure, and the obtained residue was purified with silica gel column chromatography [eluent; hexane; ethyl acetate=1:1] to obtain 0.20 g of 2-(benzamido)-4-(3-phenylpropyl)benzoic acid as white solid. Starting materials: OC(CCCC1CCN(CC1)CC1=CC=CC=C1)C1=NOC(=N1)C1=CC=C(C=C1)[N+](=O)[O-] (3-[1-hydroxy-4-(1-benzylpiperidin-4-yl)butyl]-5-(4-nitrophenyl)-1,2,4-oxadiazole), N,N-dicyclohexylcarbodiimide, OP(=O)(O)O (o-phosphoric acid). Solvent: CS(=O)C (dimethyl sulfoxide). Reaction conditions: time 8 hour. Yields the product O=C(CCCC1CCN(CC1)CC1=CC=CC=C1)C1=NOC(=N1)C1=CC=C(C=C1)[N+](=O)[O-] (3-[1-oxo-4-(1-benzylpiperidin-4-yl)butyl]-5-(4-nitrophenyl)-1,2,4-oxadiazole). The yield is 75.3%. As a reaction SMILES: [OH:1][CH:2]([C:19]1[N:23]=[C:22]([C:24]2[CH:29]=[CH:28][C:27]([N+:30]([O-:32])=[O:31])=[CH:26][CH:25]=2)[O:21][N:20]=1)[CH2:3][CH2:4][CH2:5][CH:6]1[CH2:11][CH2:10][N:9]([CH2:12][C:13]2[CH:18]=[CH:17][CH:16]=[CH:15][CH:14]=2)[CH2:8][CH2:7]1.OP(O)(O)=O>CS(C)=O>[O:1]=[C:2]([C:19]1[N:23]=[C:22]([C:24]2[CH:29]=[CH:28][C:27]([N+:30]([O-:32])=[O:31])=[CH:26][CH:25]=2)[O:21][N:20]=1)[CH2:3][CH2:4][CH2:5][CH:6]1[CH2:7][CH2:8][N:9]([CH2:12][C:13]2[CH:14]=[CH:15][CH:16]=[CH:17][CH:18]=2)[CH2:10][CH2:11]1. Procedure details: The mixture of 3-[1-hydroxy-4-(1-benzylpiperidin-4-yl)butyl]-5-(4-nitrophenyl)-1,2,4-oxadiazole (0.28 g), N,N-dicyclohexylcarbodiimide (0.66 g) and o-phosphoric acid (0.31 g) in dimethyl sulfoxide (5 ml) was stirred overnight at ambient temperature and extracted with ethyl acetate. The extract was washed with water and brine, dried over magnesium sulfate and evaporated in vacuo. The residue was chromatographed on silica eluting with 3% methanol in chloroform to give 3-[1-oxo-4-(1-benzylpiperidin... Run at temperature 50 celsius, time 3 hour. Run in CO (MeOH). Reactants: O=C1NCCC=2C(=CC(=CC12)OC(C)C)C(=O)OC (methyl 1-oxo-7-(propan-2-yloxy)-1,2,3,4-tetrahydroisoquinoline-5-carboxylate), [OH-].[Na+] (NaOH). The product is O=C1NCCC=2C(=CC(=CC12)OC(C)C)C(=O)O (1-oxo-7-(propan-2-yloxy)-1,2,3,4-tetrahydroisoquinoline-5-carboxylic acid). RXN SMILES: [O:1]=[C:2]1[C:11]2[CH:10]=[C:9]([O:12][CH:13]([CH3:15])[CH3:14])[CH:8]=[C:7]([C:16]([O:18]C)=[O:17])[C:6]=2[CH2:5][CH2:4][NH:3]1.[OH-].[Na+]>CO>[O:1]=[C:2]1[C:11]2[CH:10]=[C:9]([O:12][CH:13]([CH3:14])[CH3:15])[CH:8]=[C:7]([C:16]([OH:18])=[O:17])[C:6]=2[CH2:5][CH2:4][NH:3]1 |f:1.2|. Isolated yield 96.9%. Reported procedure: To a solution of methyl 1-oxo-7-(propan-2-yloxy)-1,2,3,4-tetrahydroisoquinoline-5-carboxylate (Cpd E, 1.00 g, 3.80 mmol) in MeOH (20 mL) was added NaOH (3.00 mL, 12.0 mmol). The resulting reaction mixture was stirred at 50° C. for 3 hours. Volatiles were removed under vacuum and the resulting residue was dissolved in MeOH (30 mL), and neutralized with 1 M HCl to pH=2˜3. Precipitates were formed, collected by filtration, washed with water, and dried in an oven at 60° C. under vacuum to give 1-oxo...